Dataset: the Open Reaction Database (ORD), a public repository of structured organic reaction records. Task: describe an organic reaction: reactants, conditions, products, and yield Starting materials: CC(C)C[Al+]CC(C)C, CCOC(=O)C(F)=C(CC)c1cc2c(c(Cl)c1OC)OC(C)(C)C=C2C(C)C, [H-]. Yields the product CCC(=C(F)CO)c1cc2c(c(Cl)c1OC)OC(C)(C)C=C2C(C)C. Reaction SMILES: [CH2:30]([Al+:31][CH2:32][CH:33]([CH3:34])[CH3:35])[CH:36]([CH3:37])[CH3:38].[Cl:1][c:2]1[c:3]([O:27][CH3:28])[c:4]([C:17](=[C:18]([C:19](=[O:20])[O:21][CH2:22][CH3:23])[F:24])[CH2:25][CH3:26])[cH:5][c:6]2[c:11]1[O:10][C:9]([CH3:12])([CH3:13])[CH:8]=[C:7]2[CH:14]([CH3:15])[CH3:16].[H-:29]>>[Cl:1][c:2]1[c:3]([O:27][CH3:28])[c:4]([C:17](=[C:18]([CH2:19][OH:20])[F:24])[CH2:25][CH3:26])[cH:5][c:6]2[c:11]1[O:10][C:9]([CH3:12])([CH3:13])[CH:8]=[C:7]2[CH:14]([CH3:15])[CH3:16]. Starting materials: ( ii ), CN1C(N(CC1C(=O)OC(C)(C)C)C1=NC(=CC=C1)C)=O (1,1-dimethylethyl 3-methyl-1-(6-methyl-2-pyridinyl)-2-oxo-4-imidazolidinecarboxylate), C(=O)(C(F)(F)F)O.C(Cl)Cl (TFA DCM). Yields the product OC(=O)C(F)(F)F.CN1C(N(CC1C(=O)O)C1=NC(=CC=C1)C)=O (3-methyl-1-(6-methyl-2-pyridinyl)-2-oxo-4-imidazolidinecarboxylic acid TFA salt). As a reaction SMILES: [CH3:1][N:2]1[CH:6]([C:7]([O:9]C(C)(C)C)=[O:8])[CH2:5][N:4]([C:14]2[CH:19]=[CH:18][CH:17]=[C:16]([CH3:20])[N:15]=2)[C:3]1=[O:21].[C:22]([OH:28])([C:24]([F:27])([F:26])[F:25])=[O:23].C(Cl)Cl>>[OH:28][C:22]([C:24]([F:27])([F:26])[F:25])=[O:23].[CH3:1][N:2]1[CH:6]([C:7]([OH:9])=[O:8])[CH2:5][N:4]([C:14]2[CH:19]=[CH:18][CH:17]=[C:16]([CH3:20])[N:15]=2)[C:3]1=[O:21] |f:1.2,3.4|. Reported procedure: A solution of 1,1-dimethylethyl 3-methyl-2-oxo-4-imidazolidinecarboxylate (300 mg, 1.5 mmol) (prepared as described in step (iii) of Example 13, starting from (4S)-2-oxo-3-{[(phenylmethyl)oxy]carbonyl}-4-imidazolidinecarboxylic acid) and 2-bromo-6-methylpyridine (258 mg, 1.5 mmol) in 1,4-dioxane (10 ml) was treated with cesium carbonate (733 mg, 2.25 mmol), Xantphos™ (65.1 mg, 0.113 mmol) and tris(dibenzylideneacetone)dipalladium(0) (34.3 mg, 0.038 mmol) and the mixture was heated under reflux u... The reactants are N1N=CN=C1 (1,2,4-triazole), ClC=1N=C(C2=C(N1)SC(=C2)C(F)(F)F)NCC2=CC1=C(C=C2)OCO1 (2-chloro-6-trifluoromethyl-4-(3,4-methylenedioxybenzylamino)-thieno-[2,3-d]-pyrimidine). Product: N1(N=CN=C1)C=1N=C(C2=C(N1)SC(=C2)C(F)(F)F)NCC2=CC1=C(C=C2)OCO1 (2-(1,2,4-triazol-1-yl)-6-trifluoromethyl-4-(3,4-methylenedioxybenzylamino)-thieno-[2,3-d]-pyrimidine). RXN SMILES: [NH:1]1[CH:5]=[N:4][CH:3]=[N:2]1.Cl[C:7]1[N:8]=[C:9]([NH:20][CH2:21][C:22]2[CH:27]=[CH:26][C:25]3[O:28][CH2:29][O:30][C:24]=3[CH:23]=2)[C:10]2[CH:15]=[C:14]([C:16]([F:19])([F:18])[F:17])[S:13][C:11]=2[N:12]=1>>[N:1]1([C:7]2[N:8]=[C:9]([NH:20][CH2:21][C:22]3[CH:27]=[CH:26][C:25]4[O:28][CH2:29][O:30][C:24]=4[CH:23]=3)[C:10]3[CH:15]=[C:14]([C:16]([F:17])([F:19])[F:18])[S:13][C:11]=3[N:12]=2)[CH:5]=[N:4][CH:3]=[N:2]1. Reported procedure: Following the procedure of Example 97, the reaction of 1,2,4-triazole with 2-chloro-6-trifluoromethyl-4-(3,4-methylenedioxybenzylamino)-thieno-[2,3-d]-pyrimidine gives 2-(1,2,4-triazol-1-yl)-6-trifluoromethyl-4-(3,4-methylenedioxybenzylamino)-thieno-[2,3-d]-pyrimidine. Product: C(C)(C)C1=CC(=NO1)NC(=O)NC1=CC(=CC=C1)OC1=NC=NC2=CC(=C(C=C12)OC)OCCOC (1-(5-isopropylisoxazol-3-yl)-3-(3-(6-methoxy-7-(2-methoxyethoxy)quinazolin-4-yloxy)phenyl)urea). RXN SMILES: [CH3:1][O:2][C:3]1[CH:4]=[C:5]2[C:10](=[CH:11][C:12]=1[O:13][CH2:14][CH2:15][O:16][CH3:17])[N:9]=[CH:8][N:7]=[C:6]2[O:18][C:19]1[CH:20]=[C:21]([CH:23]=[CH:24][CH:25]=1)[NH2:22].[CH:26]([C:29]1[O:33][N:32]=[C:31]([NH:34][C:35](=O)[O:36]C2C=CC=CC=2)[CH:30]=1)([CH3:28])[CH3:27]>>[CH:26]([C:29]1[O:33][N:32]=[C:31]([NH:34][C:35]([NH:22][C:21]2[CH:23]=[CH:24][CH:25]=[C:19]([O:18][C:6]3[C:5]4[C:10](=[CH:11][C:12]([O:13][CH2:14][CH2:15][O:16][CH3:17])=[C:3]([O:2][CH3:1])[CH:4]=4)[N:9]=[CH:8][N:7]=3)[CH:20]=2)=[O:36])[CH:30]=1)([CH3:28])[CH3:27]. Reactants: COC=1C=C2C(=NC=NC2=CC1OCCOC)OC=1C=C(N)C=CC1 (3-(6-methoxy-7-(2-methoxyethoxy)quinazolin-4-yloxy)aniline), C(C)(C)C1=CC(=NO1)NC(OC1=CC=CC=C1)=O (phenyl 5-isopropylisoxazol-3-ylcarbamate), Example 133A. Yield: 47.0%. Reported procedure: The title compound was prepared as described in Example 113C by using 3-(6-methoxy-7-(2-methoxyethoxy)quinazolin-4-yloxy)aniline from Example 117B (102 mg, 0.3 mmol) and phenyl 5-isopropylisoxazol-3-ylcarbamate described in Example 133A (110 mg, 0.45 mmol) to give 1-(5-isopropylisoxazol-3-yl)-3-(3-(6-methoxy-7-(2-methoxyethoxy)quinazolin-4-yloxy)phenyl)urea (69.5 mg, 47%) as a white solid. 1H NMR (300 MHz, DMSO-d6) δ 9.52 (s, 1H), 9.05 (s, 1H), 8.55 (s, 1H), 7.52 (s, 2H), 7.45-7.36 (m, 2H), 7.25... The reactants are N(CC(=O)N[C@@H](CC1=CC=CC=C1)C(=O)NCC(=O)N1[C@H](C(=O)O)CCC1)C(=O)OCC1=CC=CC=C1 (Z-Gly-Phe-Gly-Pro-OH), N[C@@H](CCC(OC(C)(C)C)=O)C(=O)N[C@@H]([C@H](OC(C)(C)C)C)C(=O)N1[C@H](C(=O)OC(C)(C)C)CCC1 (H-Glu(OtBu)-Thr(tBu)-Pro-OtBu), ON1C(CCC1=O)=O (N-hydroxysuccinimide), C1(CCCCC1)N=C=NC1CCCCC1 (dicyclohexylcarbodiimide). Solvent: C(C)#N (acetonitrile). Conditions: time 16 hour. Product: C1=CC=C(C=C1)C[C@@H](C(=O)O)NC(=O)CNC(=O)OCC2=CC=CC=C2.NCC(=O)N1[C@H](C(=O)N[C@@H](CCC(OC(C)(C)C)=O)C(=O)N[C@@H]([C@H](OC(C)(C)C)C)C(=O)N2[C@H](C(=O)OC(C)(C)C)CCC2)CCC1 (z-gly-Phe Gly-Pro-Glu(OtBu)-Thr(tBu)-Pro-OtBu). Reaction SMILES: [NH:1]([C:28]([O:30][CH2:31][C:32]1[CH:37]=[CH:36][CH:35]=[CH:34][CH:33]=1)=[O:29])[CH2:2][C:3]([NH:5][C@H:6]([C:14]([NH:16][CH2:17][C:18]([N:20]1[CH2:27][CH2:26][CH2:25][C@H:21]1[C:22](O)=[O:23])=[O:19])=[O:15])[CH2:7][C:8]1[CH:13]=[CH:12][CH:11]=[CH:10][CH:9]=1)=[O:4].[NH2:38][C@H:39]([C:49]([NH:51][C@H:52]([C:60]([N:62]1[CH2:73][CH2:72][CH2:71][C@H:63]1[C:64]([O:66][C:67]([CH3:70])([CH3:69])[CH3:68])=[O:65])=[O:61])[C@@H:53]([CH3:59])[O:54][C:55]([CH3:58])([CH3:57])[CH3:56])=[O:50])[CH2:40][CH2:41][C:42](=[O:48])[O:43][C:44]([CH3:47])([CH3:46])[CH3:45].ON1C(=O)CCC1=O.C1(N=C=NC2CCCCC2)CCCCC1>C(#N)C>[CH:11]1[CH:10]=[CH:9][C:8]([CH2:7][C@H:6]([NH:5][C:3]([CH2:2][NH:1][C:28]([O:30][CH2:31][C:32]2[CH:37]=[CH:36][CH:35]=[CH:34][CH:33]=2)=[O:29])=[O:4])[C:14]([OH:15])=[O:43])=[CH:13][CH:12]=1.[NH2:16][CH2:17][C:18]([N:20]1[CH2:27][CH2:26][CH2:25][C@H:21]1[C:22]([NH:38][C@H:39]([C:49]([NH:51][C@H:52]([C:60]([N:62]1[CH2:73][CH2:72][CH2:71][C@H:63]1[C:64]([O:66][C:67]([CH3:70])([CH3:69])[CH3:68])=[O:65])=[O:61])[C@@H:53]([CH3:59])[O:54][C:55]([CH3:56])([CH3:57])[CH3:58])=[O:50])[CH2:40][CH2:41][C:42](=[O:48])[O:43][C:44]([CH3:46])([CH3:45])[CH3:47])=[O:23])=[O:19] |f:5.6|. Procedure: 667 mg of Z-Gly-Phe-Gly-Pro-OH are dissolved in 20 ml of acetonitrile together with 608 mg of H-Glu(OtBu)-Thr(tBu)-Pro-OtBu obtained under 4 and after the addition of 222 mg of N-hydroxysuccinimide and 269 mg of dicyclohexylcarbodiimide, stirred for 16 hours at room temperature. The precipitated dicyclohexyl urea is filtered off, the filtrate . evaporated, the residue dissolved in much ethyl acetate and the solution washed as described under 1, above. After drying and evaporation of the solution... Starting materials: CCO, C=C(C(=O)c1ccc(Cl)cc1Cl)c1ccc(C)cc1, c1c[nH]cn1. Product: Cc1ccc(C(Cn2ccnc2)C(=O)c2ccc(Cl)cc2Cl)cc1. RXN SMILES: [CH3:25][CH2:26][OH:27].[Cl:1][c:2]1[c:3]([C:9]([C:10](=[CH2:11])[c:12]2[cH:13][cH:14][c:15]([CH3:18])[cH:16][cH:17]2)=[O:19])[cH:4][cH:5][c:6]([Cl:8])[cH:7]1.[nH:20]1[cH:21][n:22][cH:23][cH:24]1>>[Cl:1][c:2]1[c:3]([C:9]([CH:10]([CH2:11][n:20]2[cH:21][n:22][cH:23][cH:24]2)[c:12]2[cH:13][cH:14][c:15]([CH3:18])[cH:16][cH:17]2)=[O:19])[cH:4][cH:5][c:6]([Cl:8])[cH:7]1. Product: OC=1C=C2C=C(C(=NC2=CC1O)C(=O)O)C(=O)O (6,7-Dihydroxy-2,3-quinolinedicarboxylic acid). As a reaction SMILES: C[O:2][C:3]1[CH:4]=[C:5]2[C:10](=[CH:11][C:12]=1[O:13]C)[N:9]=[C:8]([C:15]([OH:17])=[O:16])[C:7]([C:18]([OH:20])=[O:19])=[CH:6]2>I>[OH:2][C:3]1[CH:4]=[C:5]2[C:10](=[CH:11][C:12]=1[OH:13])[N:9]=[C:8]([C:15]([OH:17])=[O:16])[C:7]([C:18]([OH:20])=[O:19])=[CH:6]2. Reported procedure: A suspension of 8.64 g (31.17 mmol) of 6,7-dimethoxy-2,3-quinolinedicarboxylic acid in 125 ml of aqueous hydrogen iodide solution (57%) was refluxed for 3 hours. After cooling, the precipitate was filtered off by suction, washed with water and dried in vacuo to give 4.7 g (60.5%) of desired acid with melting point >300° C. The solvent is I (hydrogen iodide). Starting materials: COC=1C=C2C=C(C(=NC2=CC1OC)C(=O)O)C(=O)O (6,7-dimethoxy-2,3-quinolinedicarboxylic acid). Yield: 60.5%. The reactants are C(C)N1N=CC=2C1=NC(=C(C2NC2CCOCC2)CNC(=O)C2=CC(=CC=C2)C(=O)NCC=2C=C(C(=CC2)C)C2=CC(=CC=C2)C=O)CC (N-{[1,6-Diethyl-4-(tetrahydro-2H-pyran-4-ylamino)-1H-pyrazolo[3,4-b]pyridin-5-yl]methyl}-N′-[(3′-formyl-6-methyl-3-biphenylyl)methyl]-1,3-benzenedicarboxamide), C(=O)(C(F)(F)F)O (TFA), N1CCNCC1 (piperazine), C(C)(=O)O[BH-](OC(C)=O)OC(C)=O.[Na+] (Sodium triacetoxyborohydride). Solvent: C(Cl)Cl (CH2Cl2), CCOC(=O)C (EtOAc). Run at time 30 minute. Yields the product C(C)N1N=CC=2C1=NC(=C(C2NC2CCOCC2)CNC(=O)C2=CC(=CC=C2)C(=O)NCC=2C=C(C(=CC2)C)C2=CC(=CC=C2)CN2CCNCC2)CC (N-{[1,6-Diethyl-4-(tetrahydro-2H-pyran-4-ylamino)-1H-pyrazolo[3,4-b]pyridin-5-yl]methyl}-N′-{[6-methyl-3′-(1-piperazinylmethyl)-3-biphenylyl]methyl}-1,3-benzenedicarboxamide). Reaction SMILES: [CH2:1]([N:3]1[C:7]2=[N:8][C:9]([CH2:48][CH3:49])=[C:10]([CH2:19][NH:20][C:21]([C:23]3[CH:28]=[CH:27][CH:26]=[C:25]([C:29]([NH:31][CH2:32][C:33]4[CH:34]=[C:35]([C:40]5[CH:45]=[CH:44][CH:43]=[C:42]([CH:46]=O)[CH:41]=5)[C:36]([CH3:39])=[CH:37][CH:38]=4)=[O:30])[CH:24]=3)=[O:22])[C:11]([NH:12][CH:13]3[CH2:18][CH2:17][O:16][CH2:15][CH2:14]3)=[C:6]2[CH:5]=[N:4]1)[CH3:2].[NH:50]1[CH2:55][CH2:54][NH:53][CH2:52][CH2:51]1.C(O[BH-](OC(=O)C)OC(=O)C)(=O)C.[Na+].C(O)(C(F)(F)F)=O>C(Cl)Cl.CCOC(C)=O>[CH2:1]([N:3]1[C:7]2=[N:8][C:9]([CH2:48][CH3:49])=[C:10]([CH2:19][NH:20][C:21]([C:23]3[CH:28]=[CH:27][CH:26]=[C:25]([C:29]([NH:31][CH2:32][C:33]4[CH:34]=[C:35]([C:40]5[CH:45]=[CH:44][CH:43]=[C:42]([CH2:46][N:50]6[CH2:55][CH2:54][NH:53][CH2:52][CH2:51]6)[CH:41]=5)[C:36]([CH3:39])=[CH:37][CH:38]=4)=[O:30])[CH:24]=3)=[O:22])[C:11]([NH:12][CH:13]3[CH2:14][CH2:15][O:16][CH2:17][CH2:18]3)=[C:6]2[CH:5]=[N:4]1)[CH3:2] |f:2.3|. Procedure details: N-{[1,6-Diethyl-4-(tetrahydro-2H-pyran-4-ylamino)-1H-pyrazolo[3,4-b]pyridin-5-yl]methyl}-N′-[(3′-formyl-6-methyl-3-biphenylyl)methyl]-1,3-benzenedicarboxamide (0.033 g, 0.05 mmol), and piperazine (0.043 g, 0.5 mmol) were combined in CH2Cl2 (2 mL) and stirred for 30 min. Sodium triacetoxyborohydride (0.0318 g, 0.15 mmol) was added and the mixture stirred for 30 h. Aqueous workup was followed using a Gilson HPLC with a TFA system. The purified compound was taken up in EtOAc, washed 3× with 1 N NaO... Starting materials: O[C@H](C(=O)O)C(C)C ((S)-2-hydroxy-3-methyl-butyric acid), O.OC1=CC=CC=2NN=NC21 (hydroxybenzotriazole hydrate), C(C)(C)N(CC)C(C)C (diisopropylethylamine), N[C@H](C(=O)NC1C(N(C=CC(=C1)C1=CC=CC=C1)C)=O)C ((S)-2-amino-N-(1-methyl-2-oxo-5-phenyl-2,3-dihydro-1H-azepin-3-yl)-propionamide), Cl.CN(CCCN=C=NCC)C (1-(3-dimethylaminopropyl)-3-ethylcarbodiimide hydrochloride), amine. Run in ClCCl (dichloromethane). Reaction conditions: temperature 1 celsius, time 4.5 hour. Product: O[C@H](C(=O)N[C@@H](C)C(N[C@@H]1C(N(C=CC(=C1)C1=CC=CC=C1)C)=O)=O)C(C)C ((S)-2-hydroxy-3-methyl-N-[(S)-1-((S)-1-methyl-2-oxo-5-phenyl-2,3-dihydro-1H-azepin-3-ylcarbamoyl)-ethyl]-butyramide). The yield is 92.1%. RXN SMILES: [NH2:1][C@@H:2]([CH3:21])[C:3]([NH:5][CH:6]1[CH:12]=[C:11]([C:13]2[CH:18]=[CH:17][CH:16]=[CH:15][CH:14]=2)[CH:10]=[CH:9][N:8]([CH3:19])[C:7]1=[O:20])=[O:4].[OH:22][C@@H:23]([CH:27]([CH3:29])[CH3:28])[C:24](O)=[O:25].O.OC1C2N=NNC=2C=CC=1.C(N(C(C)C)CC)(C)C.Cl.CN(C)CCCN=C=NCC>ClCCl>[OH:22][C@@H:23]([CH:27]([CH3:29])[CH3:28])[C:24]([NH:1][C@H:2]([C:3](=[O:4])[NH:5][C@H:6]1[CH:12]=[C:11]([C:13]2[CH:18]=[CH:17][CH:16]=[CH:15][CH:14]=2)[CH:10]=[CH:9][N:8]([CH3:19])[C:7]1=[O:20])[CH3:21])=[O:25] |f:2.3,5.6|. Procedure: The (S)-2-amino-N-(1-methyl-2-oxo-5-phenyl-2,3-dihydro-1H-azepin-3-yl)-propionamide (406 g, 1.423 mol) is combined with dichloromethane (3 L) and the solution cooled to 0-2° C. To this solution is added (S)-2-hydroxy-3-methyl-butyric acid (168.1 g, 1.423 mol), hydroxybenzotriazole hydrate (239.7 g, 1.565 mol) and diisopropylethylamine (310 mL, 1.779 mol) which provides a slight exotherm. The contents are cooled back to about 4° C. and 1-(3-dimethylaminopropyl)-3-ethylcarbodiimide hydrochloride (... The reactants are Nc1ncc(Br)cc1OCc1c(F)ccc(F)c1Cl, COC(=O)c1ccc(B(O)O)cc1. Yields the product COC(=O)c1ccc(-c2cnc(N)c(OCc3c(F)ccc(F)c3Cl)c2)cc1. Reaction SMILES: [Br:1][c:2]1[cH:3][c:4]([O:9][CH2:10][c:11]2[c:12]([Cl:19])[c:13]([F:18])[cH:14][cH:15][c:16]2[F:17])[c:5]([NH2:8])[n:6][cH:7]1.[CH3:20][O:21][C:22](=[O:23])[c:24]1[cH:25][cH:26][c:27]([B:30]([OH:31])[OH:32])[cH:28][cH:29]1>>[c:2]1(-[c:27]2[cH:26][cH:25][c:24]([C:22]([O:21][CH3:20])=[O:23])[cH:29][cH:28]2)[cH:3][c:4]([O:9][CH2:10][c:11]2[c:12]([Cl:19])[c:13]([F:18])[cH:14][cH:15][c:16]2[F:17])[c:5]([NH2:8])[n:6][cH:7]1.